This data is from the Open Reaction Database (ORD), a public repository of structured organic reaction records. The task is: describe an organic reaction: reactants, conditions, products, and yield Starting materials: C(C)(C)(C)OC(=O)N1CCC(CC1)C(C1=CC=C(C=C1)C#N)OC1=NC(=CC=C1)Cl (4-[(6-chloro-pyridin-2-yloxy)-(4-cyano-phenyl)-methyl]-piperidine-1-carboxylic acid tert-butyl ester), amine, O=C(CCN1C(C2=CC=CC=C2C1=O)=O)C (2-(3-oxo-butyl)-isoindole-1,3-dione). The product is NCCC(C)N1CCC(CC1)C(C1=CC=C(C#N)C=C1)OC1=NC(=CC=C1)Cl (4-[[1-(3-amino-1-methyl-propyl)-piperidin-4-yl]-(6-chloro-pyridin-2-yloxy)-methyl]-benzonitrile). RXN SMILES: C(OC([N:8]1[CH2:13][CH2:12][CH:11]([CH:14]([O:23][C:24]2[CH:29]=[CH:28][CH:27]=[C:26]([Cl:30])[N:25]=2)[C:15]2[CH:20]=[CH:19][C:18]([C:21]#[N:22])=[CH:17][CH:16]=2)[CH2:10][CH2:9]1)=O)(C)(C)C.O=[C:32]([CH3:46])[CH2:33][CH2:34][N:35]1C(=O)C2C(=CC=CC=2)C1=O>>[NH2:35][CH2:34][CH2:33][CH:32]([N:8]1[CH2:13][CH2:12][CH:11]([CH:14]([O:23][C:24]2[CH:29]=[CH:28][CH:27]=[C:26]([Cl:30])[N:25]=2)[C:15]2[CH:16]=[CH:17][C:18]([C:21]#[N:22])=[CH:19][CH:20]=2)[CH2:10][CH2:9]1)[CH3:46]. Reported procedure: Using general procedure C with 4-[(6-chloro-pyridin-2-yloxy)-(4-cyano-phenyl)-methyl]-piperidine-1-carboxylic acid tert-butyl ester (236 mg, 0.55 mmol), then general procedure B with the resulting amine and 2-(3-oxo-butyl)-isoindole-1,3-dione (203 mg, 0.93 mmol) and then using general procedure D afforded 4-[[1-(3-amino-1-methyl-propyl)-piperidin-4-yl]-(6-chloro-pyridin-2-yloxy)-methyl]-benzonitrile as a colourless syrup (65 mg, 37% over 3 steps). Starting materials: C1(C(CCCCC1)=O)=O (cycloheptane-1,2-dione), COP(OC)(=O)CC(=O)C1=C(C=C(C=C1)Cl)C ([2-(4-Chloro-2-methyl-phenyl)-2-oxo-ethyl]-phosphonic acid dimethyl ester), O.NN (hydrazine monohydrate). Yields the product ClC1=CC(=C(C=C1)C1=CC2=C(N=N1)CCCCC2)C (3-(4-Chloro-2-methyl-phenyl)-6,7,8,9-tetrahydro-5H-cyclohepta[c]pyridazine). RXN SMILES: [C:1]1(=O)[CH2:7][CH2:6][CH2:5][CH2:4][CH2:3][C:2]1=O.COP([CH2:16][C:17]([C:19]1[CH:24]=[CH:23][C:22]([Cl:25])=[CH:21][C:20]=1[CH3:26])=O)(=O)OC.O.[NH2:28][NH2:29]>>[Cl:25][C:22]1[CH:23]=[CH:24][C:19]([C:17]2[N:29]=[N:28][C:2]3[CH2:3][CH2:4][CH2:5][CH2:6][CH2:7][C:1]=3[CH:16]=2)=[C:20]([CH3:26])[CH:21]=1 |f:2.3|. Procedure details: light brown solid. MS (EI): 272.2 (M+). Prepared from cycloheptane-1,2-dione, [2-(4-Chloro-2-methyl-phenyl)-2-oxo-ethyl]-phosphonic acid dimethyl ester, hydrazine monohydrate. The reactants are OC1=C2C=CNC2=CC=C1 (4-hydroxyindole), N1C(CCC1)CO (2-pyrrolidine methanol), C1(=CC=CC=C1)P(C1=CC=CC=C1)C1=CC=CC=C1 (triphenylphosphine), N(=NC(=O)OCC)C(=O)OCC (diethyl azodicarboxylate), C1CCOC1 (THF). Run at time 2 hour. The product is N1C=CC2=C(C=CC=C12)OC[C@H]1N(CCC1)C(=O)OC(C)(C)C (t-Butyl (2S)-2-[(1H-indol-4-yloxy)methyl]-1-pyrrolidinecarboxylate). Reaction SMILES: [OH:1][C:2]1[CH:10]=[CH:9][CH:8]=[C:7]2[C:3]=1[CH:4]=[CH:5][NH:6]2.[NH:11]1[CH2:15][CH2:14][CH2:13][CH:12]1[CH2:16]O.C1(P([C:31]2[CH:36]=[CH:35]C=CC=2)C2C=CC=CC=2)C=CC=CC=1.N(C(OCC)=O)=N[C:39]([O:41]CC)=[O:40].[CH2:49]1COCC1>>[NH:6]1[C:7]2[C:3](=[C:2]([O:1][CH2:16][C@@H:12]3[CH2:13][CH2:14][CH2:15][N:11]3[C:39]([O:41][C:36]([CH3:35])([CH3:31])[CH3:49])=[O:40])[CH:10]=[CH:9][CH:8]=2)[CH:4]=[CH:5]1. Procedure details: A solution of 4-hydroxyindole (1.33 g, 10.0 mmol), (S)-(−)-1-t-butoxycarbonyl)-2-pyrrolidine methanol (4.02 g, 20.0 mmol) and triphenylphosphine (5.3 g, 20.0 mmol) in THF is treated with diethyl azodicarboxylate (3.2 ML, 20.0 mmol) under nitrogen at room temperature, stirred for 2 h at room temperature and concentrated in vacuo. The resultant residue is purified by flash chromatography (silica gel, EtOAc/hexane: 20/80) to give the title compound as a white solid, 1.5 g, mp 40-41° C., identified ... Starting materials: [OH-].[K+] (potassium hydroxide), O[C@]1(C(=C)OC2=CC=CC=C2)CC[C@H]2[C@@H]3CCC4=CC(CC[C@]4(C)C3=CC[C@]12C)=O (17α-hydroxy-20-phenoxypregna-4,9(11),20-trien-3-one), C(CN(CC(=O)[O-])CC(=O)[O-])N(CC(=O)[O-])CC(=O)[O-].[Na+].[Na+].[Na+].[Na+] (Na4EDTA), OOS(=O)[O-].[K+] (OXONE), OS(=O)(=O)[O-].[K+] (KHSO4), [OH-].[K+] (potassium hydroxide). Run in O (water), P(=O)([O-])([O-])[O-].[K+].[K+].[K+] (potassium phosphate), CC(=O)C (acetone), CCOCC (ether), C(Cl)Cl (methylene chloride). The product is O[C@]1(C2(CO2)OC2=CC=CC=C2)CC[C@H]2[C@@H]3CCC4=CC(CC[C@]4(C)C3=CC[C@]12C)=O (17α-hydroxy-20,21-epoxy-20-phenoxypregna-4,9(11)-diene-3-one). As a reaction SMILES: [OH:1][C@:2]1([C@:28]2([CH3:29])[C@H:14]([C@H:15]3[C:25](=[CH:26][CH2:27]2)[C@:23]2([CH3:24])[C:18](=[CH:19][C:20](=[O:30])[CH2:21][CH2:22]2)[CH2:17][CH2:16]3)[CH2:13][CH2:12]1)[C:3]([O:5][C:6]1[CH:11]=[CH:10][CH:9]=[CH:8][CH:7]=1)=[CH2:4].[OH-].[K+].[OH:33]OS([O-])=O.[K+].OS([O-])(=O)=O.[K+].C(N(CC([O-])=O)CC([O-])=O)CN(CC([O-])=O)CC([O-])=O.[Na+].[Na+].[Na+].[Na+]>P([O-])([O-])([O-])=O.[K+].[K+].[K+].O.CC(C)=O.CCOCC.C(Cl)Cl>[OH:1][C@:2]1([C@:28]2([CH3:29])[C@H:14]([C@H:15]3[C:25](=[CH:26][CH2:27]2)[C@:23]2([CH3:24])[C:18](=[CH:19][C:20](=[O:30])[CH2:21][CH2:22]2)[CH2:17][CH2:16]3)[CH2:13][CH2:12]1)[C:3]1([O:5][C:6]2[CH:11]=[CH:10][CH:9]=[CH:8][CH:7]=2)[O:33][CH2:4]1 |f:1.2,3.4,5.6,7.8.9.10.11,12.13.14.15|. Procedure: 17α-hydroxy-20-phenoxypregna-4,9(11),20-trien-3-one (4.04 grams, 10 mmoles) is slurried in pH 8 potassium phosphate buffer (50 ml, 0.02M PO4 57 ), 40 ml methylene chloride, 0.222 grams (1 mmole), of Ansul ether 181 (C10H22O5) and 20 ml acetone and the two phase mixture heated to 25° C. and adjusted to pH 8.5 with 30% potassium hydroxide. 18.4 grams, 30 mmoles of OXONE® (2KHSO5.KHSO4.K2SO4) is dissolved in 90 ml of water and 10 ml of a 5% by weight solution of Na4EDTA and the resulting solution a... Starting materials: C1CCOC1, COC(=O)c1cccc(O)c1C(=O)OC, OCc1cc2c(F)cccc2s1, CC(C)OC(=O)N=NC(=O)OC(C)C, c1ccc(P(c2ccccc2)c2ccccc2)cc1. The product is COC(=O)c1cccc(OCc2cc3c(F)cccc3s2)c1C(=O)OC. Reaction SMILES: [CH2:61]1[O:62][CH2:63][CH2:64][CH2:65]1.[CH3:1][O:2][C:3]([c:4]1[c:5]([C:6](=[O:7])[O:8][CH3:9])[c:10]([OH:14])[cH:11][cH:12][cH:13]1)=[O:15].[F:16][c:17]1[cH:18][cH:19][cH:20][c:21]2[s:22][c:23]([CH2:26][OH:27])[cH:24][c:25]12.[O:47]=[C:48]([O:49][CH:50]([CH3:51])[CH3:52])[N:53]=[N:54][C:55]([O:56][CH:57]([CH3:58])[CH3:59])=[O:60].[c:28]1([P:29]([c:30]2[cH:31][cH:32][cH:33][cH:34][cH:35]2)[c:36]2[cH:37][cH:38][cH:39][cH:40][cH:41]2)[cH:42][cH:43][cH:44][cH:45][cH:46]1>>[CH3:1][O:2][C:3]([c:4]1[c:5]([C:6](=[O:7])[O:8][CH3:9])[c:10]([O:14][CH2:26][c:23]2[s:22][c:21]3[cH:20][cH:19][cH:18][c:17]([F:16])[c:25]3[cH:24]2)[cH:11][cH:12][cH:13]1)=[O:15]. Reactants: Clc1ccc(Br)cc1, C1CCOC1, [Li]CCCC, CC(C)(C)OC(=O)N1CCC(=O)C(C)(C)C1. Yields the product CC(C)(C)OC(=O)N1CCC(O)(c2ccc(Cl)cc2)C(C)(C)C1. Reaction SMILES: [Br:1][c:2]1[cH:3][cH:4][c:5]([Cl:8])[cH:6][cH:7]1.[CH2:30]1[O:31][CH2:32][CH2:33][CH2:34]1.[CH2:9]([Li:10])[CH2:11][CH2:12][CH3:13].[CH3:14][C:15]1([CH3:29])[CH2:16][N:17]([C:22](=[O:23])[O:24][C:25]([CH3:26])([CH3:27])[CH3:28])[CH2:18][CH2:19][C:20]1=[O:21]>>[c:2]1([C:20]2([OH:21])[C:15]([CH3:14])([CH3:29])[CH2:16][N:17]([C:22](=[O:23])[O:24][C:25]([CH3:26])([CH3:27])[CH3:28])[CH2:18][CH2:19]2)[cH:3][cH:4][c:5]([Cl:8])[cH:6][cH:7]1.